From a dataset of the Open Reaction Database (ORD), a public repository of structured organic reaction records. describe an organic reaction: reactants, conditions, products, and yield Starting materials: C1CCOC1, COC(=O)c1nc2cc(CN3CCOCC3)ccc2s1. RXN SMILES: [CH2:21]1[O:22][CH2:23][CH2:24][CH2:25]1.[O:1]1[CH2:2][CH2:3][N:4]([CH2:7][c:8]2[cH:9][cH:10][c:11]3[c:12]([n:13][c:14]([C:16](=[O:17])[O:18][CH3:19])[s:15]3)[cH:20]2)[CH2:5][CH2:6]1>>[O:1]1[CH2:2][CH2:3][N:4]([CH2:7][c:8]2[cH:9][cH:10][c:11]3[c:12]([n:13][c:14]([CH2:16][OH:17])[s:15]3)[cH:20]2)[CH2:5][CH2:6]1. Yields the product OCc1nc2cc(CN3CCOCC3)ccc2s1.